Task: describe an organic reaction: reactants, conditions, products, and yield. Dataset: the Open Reaction Database (ORD), a public repository of structured organic reaction records The reactants are ClC=1C=C2C(C(N(C2=CC1)CC1=CC=C(C(=O)OC(C)(C)C)C=C1)=O)(N(C)C)C1=C(C=CC=C1)Cl (tert-Butyl 4-[5-chloro-3-(2-chlorophenyl)-2,3-dihydro-3-dimethylamino-2-oxoindol-1-yl]methylbenzoate), C(=O)(C(F)(F)F)O (TFA). The solvent is C(Cl)Cl (DCM). Conditions: time 30 minute. Yields the product ClC=1C=C2C(C(N(C2=CC1)CC1=CC=C(C(=O)O)C=C1)=O)(N(C)C)C1=C(C=CC=C1)Cl (4-[5-Chloro-3-(2-chlorophenyl)-2,3-dihydro-3-dimethylamino-2-oxoindol-1-yl]methylbenzoic acid). RXN SMILES: [Cl:1][C:2]1[CH:3]=[C:4]2[C:8](=[CH:9][CH:10]=1)[N:7]([CH2:11][C:12]1[CH:24]=[CH:23][C:15]([C:16]([O:18]C(C)(C)C)=[O:17])=[CH:14][CH:13]=1)[C:6](=[O:25])[C:5]2([C:29]1[CH:34]=[CH:33][CH:32]=[CH:31][C:30]=1[Cl:35])[N:26]([CH3:28])[CH3:27].C(O)(C(F)(F)F)=O>C(Cl)Cl>[Cl:1][C:2]1[CH:3]=[C:4]2[C:8](=[CH:9][CH:10]=1)[N:7]([CH2:11][C:12]1[CH:24]=[CH:23][C:15]([C:16]([OH:18])=[O:17])=[CH:14][CH:13]=1)[C:6](=[O:25])[C:5]2([C:29]1[CH:34]=[CH:33][CH:32]=[CH:31][C:30]=1[Cl:35])[N:26]([CH3:28])[CH3:27]. Procedure: A solution of 0.615 g of the compound obtained in EXAMPLE 93 in 2 ml of DCM is cooled to 0° C. and 2 ml of TFA are added. The mixture is stirred for 30 minutes and evaporated under vacuum and the residue is then taken up with DCM and evaporated under vacuum again to give the expected product, which is used as such in the next step. Starting materials: CN1CCc2cc(N)ccc2C1, Cn1c(=O)n(-c2c(Cl)cccc2Cl)c(=N)c2cnc(Cl)nc21, N=c1c2cnc(Cl)nc2[nH]c(=O)n1-c1c(Cl)cccc1Cl. Yields the product CN1CCc2cc(Nc3ncc4c(=N)n(-c5c(Cl)cccc5Cl)c(=O)n(C)c4n3)ccc2C1. As a reaction SMILES: [CH3:1][N:2]1[CH2:3][c:4]2[cH:5][cH:6][c:7]([NH2:12])[cH:8][c:9]2[CH2:10][CH2:11]1.[Cl:13][c:14]1[n:15][cH:16][c:17]2[c:18]([n:19]1)[n:20]([CH3:34])[c:21](=[O:33])[n:22](-[c:25]1[c:26]([Cl:32])[cH:27][cH:28][cH:29][c:30]1[Cl:31])[c:23]2=[NH:24].[Cl:35][c:36]1[n:37][c:38]2[nH:39][c:40](=[O:41])[n:42](-[c:43]3[c:44]([Cl:45])[cH:46][cH:47][cH:48][c:49]3[Cl:50])[c:51](=[NH:52])[c:53]2[cH:54][n:55]1>>[CH3:1][N:2]1[CH2:3][c:4]2[cH:5][cH:6][c:7]([NH:12][c:14]3[n:15][cH:16][c:17]4[c:18]([n:19]3)[n:20]([CH3:34])[c:21](=[O:33])[n:22](-[c:25]3[c:26]([Cl:32])[cH:27][cH:28][cH:29][c:30]3[Cl:31])[c:23]4=[NH:24])[cH:8][c:9]2[CH2:10][CH2:11]1. Reactants: C(C)(C)OB(OC(C)C)OC(C)C (Tri(isopropyl)borate), C12(CC3CC(CC(C1)C3)C2)C=2C(=CC(=C(C2)Br)C)OCC2=CC=CC=C2 (5-(1-adamantyl)-4-benzyloxy-2-methylphenyl bromide), C(=O)=O.CC(=O)C (dry ice acetone), [Li]CCCC (n-BuLi). Reaction SMILES: [C:1]12([C:11]3[C:12]([O:19][CH2:20][C:21]4[CH:26]=[CH:25][CH:24]=[CH:23][CH:22]=4)=[CH:13][C:14]([CH3:18])=[C:15](Br)[CH:16]=3)[CH2:10][CH:5]3[CH2:6][CH:7]([CH2:9][CH:3]([CH2:4]3)[CH2:2]1)[CH2:8]2.C(=O)=O.CC(C)=O.[Li]CCCC.C([O:42][B:43](OC(C)C)[O:44]C(C)C)(C)C>C1COCC1.CCCCCC>[C:1]12([C:11]3[C:12]([O:19][CH2:20][C:21]4[CH:26]=[CH:25][CH:24]=[CH:23][CH:22]=4)=[CH:13][C:14]([CH3:18])=[C:15]([B:43]([OH:44])[OH:42])[CH:16]=3)[CH2:10][CH:5]3[CH2:6][CH:7]([CH2:9][CH:3]([CH2:4]3)[CH2:2]1)[CH2:8]2 |f:1.2|. Isolated yield 60.4%. Run in C1CCOC1 (THF), CCCCCC (hexane). Reaction conditions: temperature -78 celsius, time 15 minute. Product: C12(CC3CC(CC(C1)C3)C2)C=2C(=CC(=C(C2)B(O)O)C)OCC2=CC=CC=C2 (5-(1-adamantyl)-4-benzyloxy-2-methylphenylboronic acid). Procedure details: To a solution of 5-(1-adamantyl)-4-benzyloxy-2-methylphenyl bromide (2.66 g, 6.47 mmol) in THF (10 mL) at −78° C. (dry ice/acetone bath) under argon was added 1.6 M n-BuLi (11.64 mmol) in hexane (7.3 mL) in one portion. This mixture was stirred at −78° C. for 15 min. Tri(isopropyl)borate (4.5 mL, 19.40 mmol) was added, and the resulting solution was stirred at −78° C. for 20 min before being allowed to warm to room temperature with stirring overnight. The reaction mixture was quenched with 1 N H... Starting materials: C=C(C)C=C(C)OC(C)=O, CC(C)=CCO, CC(C)=CC(=O)O, CC(=O)O. Yields the product CC(=O)C=C(C)CCC=C(C)C. As a reaction SMILES: [C:1](=[O:2])([CH3:3])[O:4][C:5]([CH3:6])=[CH:7][C:8](=[CH2:9])[CH3:10].[CH3:11][C:12]([CH3:13])=[CH:14][CH2:15][OH:16].[CH3:17][C:18]([CH3:19])=[CH:20][C:21]([OH:22])=[O:23].[CH3:24][C:25](=[O:26])[OH:27]>>[CH2:4]([C:5]([CH3:6])=[CH:7][C:8](=[O:9])[CH3:10])[CH2:15][CH:14]=[C:12]([CH3:11])[CH3:13].